Dataset: the Open Reaction Database (ORD), a public repository of structured organic reaction records. Task: describe an organic reaction: reactants, conditions, products, and yield Starting materials: Br, Br, NC(=O)c1ccccc1N, CC(=O)[O-], [Na+], O, Oc1ccc(N2CCN(CCBr)CC2)cc1. Yields the product NC(=O)c1ccccc1NCCN1CCN(c2ccc(O)cc2)CC1. RXN SMILES: [BrH:1].[BrH:2].[C:19]([c:20]1[c:21]([NH2:22])[cH:23][cH:24][cH:25][cH:26]1)(=[O:27])[NH2:28].[CH3:30][C:31](=[O:32])[O-:33].[Na+:29].[OH2:34].[OH:3][c:4]1[cH:5][cH:6][c:7]([N:10]2[CH2:11][CH2:12][N:13]([CH2:16][CH2:17][Br:18])[CH2:14][CH2:15]2)[cH:8][cH:9]1>>[OH:3][c:4]1[cH:5][cH:6][c:7]([N:10]2[CH2:11][CH2:12][N:13]([CH2:16][CH2:17][NH:22][c:21]3[c:20]([C:19](=[O:27])[NH2:28])[cH:26][cH:25][cH:24][cH:23]3)[CH2:14][CH2:15]2)[cH:8][cH:9]1.